describe an organic reaction: reactants, conditions, products, and yield From a dataset of the Open Reaction Database (ORD), a public repository of structured organic reaction records. The reactants are CCOC(C)=O, Cc1ccc(S(=O)(=O)OCC(CC2CCCCOC2)NC(=O)OC(C)(C)C)cc1, [N-]=[N+]=[N-], [Na+], CN(C)C=O. Product: CC(C)(C)OC(=O)NC(CN=[N+]=[N-])CC1CCCCOC1. RXN SMILES: [CH3:39][CH2:40][O:41][C:42]([CH3:43])=[O:44].[CH3:5][c:6]1[cH:7][cH:8][c:9]([S:10]([O:11][CH2:16][CH:17]([CH2:18][CH:19]2[CH2:20][O:21][CH2:22][CH2:23][CH2:24][CH2:25]2)[NH:26][C:27](=[O:28])[O:29][C:30]([CH3:31])([CH3:32])[CH3:33])(=[O:12])=[O:13])[cH:14][cH:15]1.[N-:1]=[N+:2]=[N-:3].[Na+:4].[O:34]=[CH:35][N:36]([CH3:37])[CH3:38]>>[N:1](=[N+:2]=[N-:3])[CH2:16][CH:17]([CH2:18][CH:19]1[CH2:20][O:21][CH2:22][CH2:23][CH2:24][CH2:25]1)[NH:26][C:27](=[O:28])[O:29][C:30]([CH3:31])([CH3:32])[CH3:33].